Dataset: the Open Reaction Database (ORD), a public repository of structured organic reaction records. Task: describe an organic reaction: reactants, conditions, products, and yield The reactants are BrC=1C=CC(=C(C1)N1[C@H](C(=O)NCC#N)C[C@@H](C1)C)Cl ((4S)-1-(5-bromo-2-chlorophenyl)-N-(cyanomethyl)-4-methyl-L-prolinamide), C(C)(C)(C)OC(=O)N1CCN(CC1)C1=CC=C(C=C1)B(O)O (4-[4-(tert-butoxycarbonyl)-1-piperazinyl]phenylboronic acid), C([O-])([O-])=O.[Na+].[Na+] (sodium carbonate), O (Water). The reagents and catalysts are C1=CC=C(C=C1)P([C-]2C=CC=C2)C3=CC=CC=C3.C1=CC=C(C=C1)P([C-]2C=CC=C2)C3=CC=CC=C3.Cl[Pd]Cl.[Fe+2] (PdCl2(dppf)), C1=CC=C(C=C1)P([C-]2C=CC=C2)C3=CC=CC=C3.C1=CC=C(C=C1)P([C-]2C=CC=C2)C3=CC=CC=C3.Cl[Pd]Cl.[Fe+2] (PdCl2(dppf)). Solvent: CN(C)C=O (DMF). Reaction conditions: temperature 95 celsius. The product is C(C)(C)(C)OC(=O)N1CCN(CC1)C1=CC=C(C=C1)C1=CC(=C(C=C1)Cl)N1[C@H](C(=O)NCC#N)C[C@@H](C1)C ((4S)-1-{4′-[4-(tert-butoxycarbonyl)piperazin-1-yl]-4-chloro-1,1′-biphenyl-3-yl}-N-(cyanomethyl)-4-methyl-L-prolinamide). RXN SMILES: Br[C:2]1[CH:3]=[CH:4][C:5]([Cl:20])=[C:6]([N:8]2[CH2:18][C@@H:17]([CH3:19])[CH2:16][C@H:9]2[C:10]([NH:12][CH2:13][C:14]#[N:15])=[O:11])[CH:7]=1.[C:21]([O:25][C:26]([N:28]1[CH2:33][CH2:32][N:31]([C:34]2[CH:39]=[CH:38][C:37](B(O)O)=[CH:36][CH:35]=2)[CH2:30][CH2:29]1)=[O:27])([CH3:24])([CH3:23])[CH3:22].C(=O)([O-])[O-].[Na+].[Na+].O>CN(C=O)C.C1C=CC(P(C2C=CC=CC=2)[C-]2C=CC=C2)=CC=1.C1C=CC(P(C2C=CC=CC=2)[C-]2C=CC=C2)=CC=1.Cl[Pd]Cl.[Fe+2]>[C:21]([O:25][C:26]([N:28]1[CH2:33][CH2:32][N:31]([C:34]2[CH:39]=[CH:38][C:37]([C:2]3[CH:3]=[CH:4][C:5]([Cl:20])=[C:6]([N:8]4[CH2:18][C@@H:17]([CH3:19])[CH2:16][C@H:9]4[C:10]([NH:12][CH2:13][C:14]#[N:15])=[O:11])[CH:7]=3)=[CH:36][CH:35]=2)[CH2:30][CH2:29]1)=[O:27])([CH3:24])([CH3:22])[CH3:23] |f:2.3.4,7.8.9.10|. Procedure details: To (4S)-1-(5-bromo-2-chlorophenyl)-N-(cyanomethyl)-4-methyl-L-prolinamide (40 mg, 0.112 mmol),4-[4-(tert-butoxycarbonyl)-1-piperazinyl]phenylboronic acid (42 mg, 0.135 mmol, prepared as described in Example 1) and catalyst PdCl2(dppf) (5 mg, 0.0034 mmol) in DMF (2 mL) under dry nitrogen was added aqueous sodium carbonate (2.0 M, 0.17 mL, 0.336 mmol). The reaction was heated to 95° C. for 1 hour and an additional aliquot of PdCl2(dppf) (365 mg, 0.45 mmol) was added and the reaction mixture was he... Run in C1CCOC1 (THF), [F-].C(CCC)[N+](CCCC)(CCCC)CCCC.C1CCOC1 (tetrabutyl ammonium fluoride THF). RXN SMILES: [CH2:1]([CH:4]1[CH2:9][CH2:8][CH:7]([CH:10]2[CH2:15][CH2:14][CH:13]([CH:16]=[CH:17][C:18]3[CH:23]=[C:22]([Si](C)(C)C)[C:21]([O:28][CH2:29][CH3:30])=[C:20]([F:31])[C:19]=3[C:32]([F:35])([F:34])[F:33])[CH2:12][CH2:11]2)[CH2:6][CH2:5]1)[CH2:2][CH3:3].O>C1COCC1.[F-].C([N+](CCCC)(CCCC)CCCC)CCC.C1COCC1>[CH2:1]([CH:4]1[CH2:5][CH2:6][CH:7]([CH:10]2[CH2:11][CH2:12][CH:13]([CH:16]=[CH:17][C:18]3[CH:23]=[CH:22][C:21]([O:28][CH2:29][CH3:30])=[C:20]([F:31])[C:19]=3[C:32]([F:35])([F:33])[F:34])[CH2:14][CH2:15]2)[CH2:8][CH2:9]1)[CH2:2][CH3:3] |f:3.4.5|. Reported procedure: 16.03 g of crude of β-(4-(4-propylcyclohexyl)cyclohexyl)-2-trifluoromethyl-3-fluoro-4-ethoxy-5-trimethylsilyl styrene was dissolved in 35 mL of THF, to which 23.4 mL of tetrabutyl ammonium fluoride/THF solution (1 mol/L) was dropped and stirred for 2 hours. The reaction solution was poured into 100 ml of water and extracted with 200 ml of toluene. The organic layer was washed with 100 ml of an aqueous saturated sodium chloride solution and dried over anhydrous magnesium sulfate. The residue was ... Yields the product C(CC)C1CCC(CC1)C1CCC(CC1)C=CC1=C(C(=C(C=C1)OCC)F)C(F)(F)F (β-(4-(4-propylcyclohexyl)cyclohexyl)-2-trifluoromethyl-3-fluoro-4-ethoxy styrene). Reactants: C(CC)C1CCC(CC1)C1CCC(CC1)C=CC1=C(C(=C(C(=C1)[Si](C)(C)C)OCC)F)C(F)(F)F (β-(4-(4-propylcyclohexyl)cyclohexyl)-2-trifluoromethyl-3-fluoro-4-ethoxy-5-trimethylsilyl styrene), O (water). Conditions: time 2 hour. Product: N#Cc1cc(O)cc2nc(-c3ccc(O)cc3)oc12. Reactants: Oc1ccc(-c2nc3cc(O)cc(Br)c3o2)cc1, CCOC(C)=O, N#C[Cu], CN(C)C=O. Reaction SMILES: [Br:1][c:2]1[cH:3][c:4]([OH:18])[cH:5][c:6]2[n:7][c:8](-[c:11]3[cH:12][cH:13][c:14]([OH:17])[cH:15][cH:16]3)[o:9][c:10]12.[CH3:27][CH2:28][O:29][C:30](=[O:31])[CH3:32].[Cu:19][C:20]#[N:21].[O:22]=[CH:23][N:24]([CH3:25])[CH3:26]>>[c:2]1([C:20]#[N:21])[cH:3][c:4]([OH:18])[cH:5][c:6]2[n:7][c:8](-[c:11]3[cH:12][cH:13][c:14]([OH:17])[cH:15][cH:16]3)[o:9][c:10]12.